From a dataset of the Open Reaction Database (ORD), a public repository of structured organic reaction records. describe an organic reaction: reactants, conditions, products, and yield The reactants are CC(C)([O-])C.[K+] (potassium tert-butoxide), FC1=C(CBr)C=C(C=C1)Br (2-fluoro-5-bromobenzyl bromide), C(C)(C)(C)OC(=O)NCCCCO (4-(t-butoxycarbonylamino)butanol). Run in O1CCCC1 (tetrahydrofuran), O1CCCC1 (tetrahydrofuran). Conditions: temperature -40 celsius. Product: C(C)(C)(C)OC(=O)NCCCCOCC1=C(C=CC(=C1)Br)F (N-(t-butoxycarbonyl )-4-(2-fluoro-5-bromobenzyloxy)butylamine). RXN SMILES: CC(C)([O-])C.[K+].[F:7][C:8]1[CH:15]=[CH:14][C:13]([Br:16])=[CH:12][C:9]=1[CH2:10]Br.[C:17]([O:21][C:22]([NH:24][CH2:25][CH2:26][CH2:27][CH2:28][OH:29])=[O:23])([CH3:20])([CH3:19])[CH3:18]>O1CCCC1>[C:17]([O:21][C:22]([NH:24][CH2:25][CH2:26][CH2:27][CH2:28][O:29][CH2:10][C:9]1[CH:12]=[C:13]([Br:16])[CH:14]=[CH:15][C:8]=1[F:7])=[O:23])([CH3:20])([CH3:19])[CH3:18] |f:0.1|. Procedure: In a 25 ml flask 4-(t-butoxycarbonylamino)butanol was dissolved in tetrahydrofuran (15 ml) under a nitrogen atmosphere. The solution was cooled to −40° C. and potassium tert-butoxide (1M in tetrahydrofuran, 2.14 ml, 2.14 mmol) was added slowly. The resulting mixture was stirred at −40° C. for thirty minutes. To this reaction mixture was added 2-fluoro-5-bromobenzyl bromide (521 mg, 1.94 mmol), added dropwise as a solution in tetrahydrofuran (3.5 ml). The resulting mixture was slowly warmed to 0°... Reaction conditions: temperature 0 celsius. The product is ClC1=CC=C(C=C1)S(=O)(=O)C1(CCC(CC1)CS(=O)(=O)CC(=O)N)C1=C(C=CC(=C1)F)F (2-[4-(4-Chloro-benzenesulfonyl)-4-(2,5-difluoro-phenyl)-cyclohexylmethanesulfonyl]-acetamide). Procedure: To the product of Example 75 (100 mg, 0.2 mmol) in ethyl acetate (8 mL) was added pentafluorophenol (55 mg, 0.3 mmol). The solution was cooled to 0° C. and dicyclohexylcarbodiimide was added (62 mg, 0.3 mmol). After 2 h the reaction was filtered through Celite® and the filtrate concentrated to give a white solid (130 mg). This was dissolved in a 2 M solution of ammonia in methanol (10 ml) and heated to 50° C. in a sealed tube for 16 h. The mixture was concentrated and the residue purified by fla... The reactants are ClC1=CC=C(C=C1)S(=O)(=O)C1(CCC(CC1)CS(=O)(=O)CC(=O)O)C1=C(C=CC(=C1)F)F ([4-(4-Chloro-benzenesulfonyl)-4-(2,5-difluoro-phenyl)-cyclohexylmethanesulfonyl]-acetic acid), FC1=C(C(=C(C(=C1O)F)F)F)F (pentafluorophenol), C1(CCCCC1)N=C=NC1CCCCC1 (dicyclohexylcarbodiimide). Reaction SMILES: [Cl:1][C:2]1[CH:7]=[CH:6][C:5]([S:8]([C:11]2([C:25]3[CH:30]=[C:29]([F:31])[CH:28]=[CH:27][C:26]=3[F:32])[CH2:16][CH2:15][CH:14]([CH2:17][S:18]([CH2:21][C:22](O)=[O:23])(=[O:20])=[O:19])[CH2:13][CH2:12]2)(=[O:10])=[O:9])=[CH:4][CH:3]=1.FC1C(O)=C(F)C(F)=C(F)C=1F.C1([N:51]=C=NC2CCCCC2)CCCCC1>C(OCC)(=O)C>[Cl:1][C:2]1[CH:7]=[CH:6][C:5]([S:8]([C:11]2([C:25]3[CH:30]=[C:29]([F:31])[CH:28]=[CH:27][C:26]=3[F:32])[CH2:16][CH2:15][CH:14]([CH2:17][S:18]([CH2:21][C:22]([NH2:51])=[O:23])(=[O:20])=[O:19])[CH2:13][CH2:12]2)(=[O:10])=[O:9])=[CH:4][CH:3]=1. The solvent is C(C)(=O)OCC (ethyl acetate). Reactants: CC1CNCC(C)N1, Clc1nsnc1Cl, CN(C)C=O, O. Product: CC1CN(c2nsnc2Cl)CC(C)N1. RXN SMILES: [CH3:1][CH:2]1[NH:3][CH:4]([CH3:8])[CH2:5][NH:6][CH2:7]1.[Cl:9][c:10]1[n:11][s:12][n:13][c:14]1[Cl:15].[O:17]=[CH:18][N:19]([CH3:20])[CH3:21].[OH2:16]>>[CH3:1][CH:2]1[NH:3][CH:4]([CH3:8])[CH2:5][N:6]([c:14]2[c:10]([Cl:9])[n:11][s:12][n:13]2)[CH2:7]1. The reactants are CO, NC1(C(=O)O)CCN(Cc2ccccc2)CC1, O=S(Cl)Cl. Yields the product Cl, NC1(C(=O)O)CCN(Cc2ccccc2)CC1. As a reaction SMILES: [CH3:22][OH:23].[NH2:1][C:2]1([C:15](=[O:16])[OH:17])[CH2:3][CH2:4][N:5]([CH2:8][c:9]2[cH:10][cH:11][cH:12][cH:13][cH:14]2)[CH2:6][CH2:7]1.[S:18]([Cl:19])([Cl:20])=[O:21]>>[ClH:20].[NH2:1][C:2]1([C:15](=[O:16])[OH:17])[CH2:3][CH2:4][N:5]([CH2:8][c:9]2[cH:10][cH:11][cH:12][cH:13][cH:14]2)[CH2:6][CH2:7]1. Reactants: CC(C(=O)[O-])C1CCCN2C1=CC1=C(C=C(C=C21)F)C(C)C ((+/−)-methyl(3-fluoro-1-isopropyl-6,7,8,9-tetrahydropyrido[1,2-a]indol-9-yl)acetate), C1=C(C=CC2=CC=CC=C12)C(=O)Cl (2-naphthoyl chloride). The product is FC1=CC(=C2C(=C3N(C2=C1)CCCC3CC(=O)O)C(=O)C3=CC1=CC=CC=C1C=C3)C(C)C ((+/−)-[3-FLUORO-1-ISOPROPYL-10-(2-NAPHTHOYL)-6,7,8,9-TETRAHYDROPYRIDO[1,2-a]INDOL-9-YL]ACETIC ACID). As a reaction SMILES: C[CH:2]([CH:6]1[C:11]2=[CH:12][C:13]3[C:18]([N:10]2[CH2:9][CH2:8][CH2:7]1)=[CH:17][C:16]([F:19])=[CH:15][C:14]=3[CH:20]([CH3:22])[CH3:21])[C:3]([O-:5])=[O:4].[CH:23]1[C:32]2[C:27](=[CH:28][CH:29]=[CH:30][CH:31]=2)[CH:26]=[CH:25][C:24]=1[C:33](Cl)=[O:34]>>[F:19][C:16]1[CH:17]=[C:18]2[C:13]([C:12]([C:33]([C:24]3[CH:25]=[CH:26][C:27]4[C:32](=[CH:31][CH:30]=[CH:29][CH:28]=4)[CH:23]=3)=[O:34])=[C:11]3[CH:6]([CH2:2][C:3]([OH:5])=[O:4])[CH2:7][CH2:8][CH2:9][N:10]32)=[C:14]([CH:20]([CH3:21])[CH3:22])[CH:15]=1. Reported procedure: Starting from (+/−)-methyl(3-fluoro-1-isopropyl-6,7,8,9-tetrahydropyrido[1,2-a]indol-9-yl)acetate (Example 122, Step 4) and 2-naphthoyl chloride, the title compound was synthesized following the procedures described in Step 1 of Example 61 and Step 10 of Example 7. Reactants: CC(C)([O-])C.[Na+] (Sodium t-butoxide), CC(C)O (2-propanol), FC1=NC(=C2N=CN(C2=N1)C1OCCCC1)N (2-Fluoro-9-(tetrahydro-2H-pyran-2-yl)-9H-purin-6-amine). Run in C(C)(=O)OCC (ethyl acetate). Run at time 5 minute. Product: CC(C)OC1=NC(=C2N=CN(C2=N1)C1OCCCC1)N (2-[(1-Methylethyl)oxy]-9-(tetrahydro-2H-pyran-2-yl)-9H-purin-6-amine). The yield is 98.4%. As a reaction SMILES: [CH3:1][C:2](C)([O-:4])[CH3:3].[Na+].CC(O)C.F[C:12]1[N:20]=[C:19]2[C:15]([N:16]=[CH:17][N:18]2[CH:21]2[CH2:26][CH2:25][CH2:24][CH2:23][O:22]2)=[C:14]([NH2:27])[N:13]=1>C(OCC)(=O)C>[CH3:1][CH:2]([O:4][C:12]1[N:20]=[C:19]2[C:15]([N:16]=[CH:17][N:18]2[CH:21]2[CH2:26][CH2:25][CH2:24][CH2:23][O:22]2)=[C:14]([NH2:27])[N:13]=1)[CH3:3] |f:0.1|. Procedure: Sodium t-butoxide (1.30 g, 13.53 mmol) was added to 2-propanol (16.95 ml, 220 mmol) portionwise with stirring over 5 mins. 2-Fluoro-9-(tetrahydro-2H-pyran-2-yl)-9H-purin-6-amine (2 g, 8.43 mmol) was added and the reaction mixture heated and stirred at 50° C. for 4 hours and then allowed to cool to room temperature. The reaction mixture was then diluted with ethyl acetate (75 ml), washed with water (3×25 ml) and the combined aqueous layers extracted again with ethyl acetate (2×25 ml). The combine... The reactants are CCOC(=O)C(Cc1ccc(OCC=Cc2cccc(Oc3ccccc3)c2)cc1)OCC, CCO, [Na+], [OH-]. Product: CCOC(Cc1ccc(OCC=Cc2cccc(Oc3ccccc3)c2)cc1)C(=O)O. RXN SMILES: [CH2:1]([CH3:2])[O:3][C:4]([CH:5]([CH2:6][c:7]1[cH:8][cH:9][c:10]([O:13][CH2:14][CH:15]=[CH:16][c:17]2[cH:18][c:19]([O:23][c:24]3[cH:25][cH:26][cH:27][cH:28][cH:29]3)[cH:20][cH:21][cH:22]2)[cH:11][cH:12]1)[O:30][CH2:31][CH3:32])=[O:33].[CH3:36][CH2:37][OH:38].[Na+:35].[OH-:34]>>[O:3]=[C:4]([CH:5]([CH2:6][c:7]1[cH:8][cH:9][c:10]([O:13][CH2:14][CH:15]=[CH:16][c:17]2[cH:18][c:19]([O:23][c:24]3[cH:25][cH:26][cH:27][cH:28][cH:29]3)[cH:20][cH:21][cH:22]2)[cH:11][cH:12]1)[O:30][CH2:31][CH3:32])[OH:33]. Reactants: solution, N([C@@H](C)C(=O)O)C(=O)OC(C)(C)C (Boc-Ala-OH), N1[C@H](C(=O)O)CCC1 (H-Pro), solution, C1CCC(CC1)N=C=NC2CCCCC2 (DCC). Solvent: C(Cl)Cl (methylene chloride), C(Cl)Cl (methylene chloride). Yields the product N([C@@H](C)C(=O)N1[C@H](C(=O)O)CCC1)C(=O)OC(C)(C)C (Boc-Ala-Pro). Reaction SMILES: [NH:1]([C:7]([O:9][C:10]([CH3:13])([CH3:12])[CH3:11])=[O:8])[C@H:2]([C:4]([OH:6])=O)[CH3:3].[NH:14]1[CH2:21][CH2:20][CH2:19][C@H:15]1[C:16]([OH:18])=[O:17].C1CCC(N=C=NC2CCCCC2)CC1>C(Cl)Cl>[NH:1]([C:7]([O:9][C:10]([CH3:13])([CH3:12])[CH3:11])=[O:8])[C@H:2]([C:4]([N:14]1[CH2:21][CH2:20][CH2:19][C@H:15]1[C:16]([OH:18])=[O:17])=[O:6])[CH3:3]. Procedure: To 25 ml of a solution of 0.68 g of Boc-Ala-OH in methylene chloride the H-Pro-resin described above was added and 5 ml of a solution of 0.74 g of DCC in methylene chloride was then added to the resulting mixture. The mixture was reacted at room temperature for 2 hours. After washing the resin 6 times with 30 ml of methylene chloride, the resin was added to 25 ml of a methylene chloride solution of 0.68 g of Boc-Ala-OH and 0.55 g of 1-hydroxybenzotriazole. Then, 5 ml of a methylene chloride solu... The reactants are C(=O)(OC(C)(C)C)N1[C@@H](CC1)CO (1-BOC-2-(S)-azetidinemethanol), BrC=1C=C(C=NC1)O (5-bromo-3-hydroxypyridine), C1(=CC=CC=C1)P(C1=CC=CC=C1)C1=CC=CC=C1 (triphenylphosphine), CCOC(=O)/N=N/C(=O)OCC (DEAD). The solvent is C1CCOC1 (THF). Yields the product BrC=1C=C(C=NC1)OC[C@H]1N(CCC1)C(=O)OC(C)(C)C (5-bromo-3-(1-BOC-2-(S)-pyrrolidinylmethoxy)pyridine). RXN SMILES: [C:1]([N:8]1[CH2:11][CH2:10][C@H:9]1[CH2:12][OH:13])([O:3][C:4]([CH3:7])([CH3:6])[CH3:5])=[O:2].[Br:14][C:15]1[CH:16]=[C:17](O)[CH:18]=[N:19][CH:20]=1.[C:22]1(P(C2C=CC=CC=2)C2C=CC=CC=2)C=CC=CC=1.CCOC(/N=N/C(OCC)=O)=O>C1COCC1>[Br:14][C:15]1[CH:16]=[C:17]([O:13][CH2:12][C@@H:9]2[CH2:22][CH2:10][CH2:11][N:8]2[C:1]([O:3][C:4]([CH3:5])([CH3:6])[CH3:7])=[O:2])[CH:18]=[N:19][CH:20]=1. Procedure details: A 332 mg (1.2 mmol) sample of 1-BOC-2-(S)-azetidinemethanol, prepared as in Example 7b above, and 240 mg (1.38 mmol) of 5-bromo-3-hydroxypyridine, prepared as in Example 65b above, were reacted with triphenylphosphine and DEAD (1.2 mmol each) in 5 mL of THF according to the procedure of Example 14a, to give 355 mg of the title compound. MS (DCI/NH3) m/e 357/359 (M+H)+, 374/376 (M+NH4)+. 1H NMR (CDCl3, 300 MHz) δ: 8.28 (d, J=1.8 Hz, 1H), 8.24 (d, J=2.6 Hz, 1H), 7.44 (dd, J-1.8, 2.6 Hz, 1H), 8.24 ... Reactants: Cn2cnc1ccccc12 (effective_coupling_partner), COc5ccc4cc(n3c1ccccc1c2ccccc23)ccc4c5 (substrate). The reagents and catalysts are CDC. Run at temperature 90 celsius, time 16 hour. The product is Cn7c(c5ccc4cc(n3c1ccccc1c2ccccc23)ccc4c5)nc6ccccc67.